From a dataset of the Open Reaction Database (ORD), a public repository of structured organic reaction records. describe an organic reaction: reactants, conditions, products, and yield Starting materials: CCCCCCCCCCI, [K+], [K+], O=C([O-])[O-], CN(C)C=O, COCCOCOc1c(-c2ccccc2)cc(O)cc1-c1ccccc1. Yields the product CCCCCCCCCCOc1cc(-c2ccccc2)c(OCOCCOC)c(-c2ccccc2)c1. As a reaction SMILES: [I:33][CH2:34][CH2:35][CH2:36][CH2:37][CH2:38][CH2:39][CH2:40][CH2:41][CH2:42][CH3:43].[K+:27].[K+:28].[O-:29][C:30]([O-:31])=[O:32].[O:44]=[CH:45][N:46]([CH3:47])[CH3:48].[c:1]1(-[c:7]2[cH:8][c:9]([OH:26])[cH:10][c:11](-[c:20]3[cH:21][cH:22][cH:23][cH:24][cH:25]3)[c:12]2[O:13][CH2:14][O:15][CH2:16][CH2:17][O:18][CH3:19])[cH:2][cH:3][cH:4][cH:5][cH:6]1>>[c:1]1(-[c:7]2[cH:8][c:9]([O:26][CH2:34][CH2:35][CH2:36][CH2:37][CH2:38][CH2:39][CH2:40][CH2:41][CH2:42][CH3:43])[cH:10][c:11](-[c:20]3[cH:21][cH:22][cH:23][cH:24][cH:25]3)[c:12]2[O:13][CH2:14][O:15][CH2:16][CH2:17][O:18][CH3:19])[cH:2][cH:3][cH:4][cH:5][cH:6]1.